The task is: describe an organic reaction: reactants, conditions, products, and yield. This data is from the Open Reaction Database (ORD), a public repository of structured organic reaction records. Reactants: nitrile, C(#N)C=1C=C(C=NC1Cl)OC[C@H]1N(CC1)C(=O)OC(C)(C)C (5-cyano-6-chloro-3-(1-BOC-2-(S)-azetidinylmethoxy)pyridine), C1(=CC=CC=C1)[Mg]Br (phenylmagnesium bromide), CCOCC (Et2O), CCOCC (Et2O). The product is C(C1=CC=CC=C1)(=O)C=1C=C(C=NC1Cl)OC[C@H]1NCC1 (5-Benzoyl-6-chloro-3-(2-(S)-azetidinylmethoxy)pyridine). RXN SMILES: [C:1]([C:3]1[CH:4]=[C:5]([O:10][CH2:11][C@@H:12]2[CH2:15][CH2:14][N:13]2C(OC(C)(C)C)=O)[CH:6]=[N:7][C:8]=1[Cl:9])#N.[C:23]1([Mg]Br)[CH:28]=[CH:27][CH:26]=[CH:25][CH:24]=1.CC[O:33]CC>>[C:1]([C:3]1[CH:4]=[C:5]([O:10][CH2:11][C@@H:12]2[CH2:15][CH2:14][NH:13]2)[CH:6]=[N:7][C:8]=1[Cl:9])(=[O:33])[C:23]1[CH:28]=[CH:27][CH:26]=[CH:25][CH:24]=1. Procedure: The 5-cyano-6-chloro-3-(1-BOC-2-(S)-azetidinylmethoxy)pyridine of example 92a in anhydrous Et2O at 0° C. is treated with 1.5 equivalents of phenylmagnesium bromide in Et2O and stirring is maintained at 0 to 35° C. until the nitrile is largely consumed. The solvent is evaporated and the residue is treated with 2M aqueous potassium hydrogen sulfate to hydrolyze the intermediate imine. The solution is made basic with potassium carbonate and extracted with EtOAc. The combined extracts are dried (Na2... Product: C(C1=CC=CC=C1)(=O)NN=CC=CC1=CC=CC=C1 (cinnamaldehyde benzoyl hydrazone). RXN SMILES: [CH:1](=O)[CH:2]=[CH:3][C:4]1[CH:9]=[CH:8][CH:7]=[CH:6][CH:5]=1.[C:11]([NH:19][NH2:20])(=[O:18])[C:12]1[CH:17]=[CH:16][CH:15]=[CH:14][CH:13]=1>CO>[C:11]([NH:19][N:20]=[CH:1][CH:2]=[CH:3][C:4]1[CH:9]=[CH:8][CH:7]=[CH:6][CH:5]=1)(=[O:18])[C:12]1[CH:17]=[CH:16][CH:15]=[CH:14][CH:13]=1. Reaction conditions: time 30 minute. The reactants are C(C=CC1=CC=CC=C1)=O (cinnamaldehyde), C(C1=CC=CC=C1)(=O)NN (benzoylhydrazine). Procedure: To 200 ml of methanol solution containing 13.2 g of cinnamaldehyde was added 13.6 g of benzoylhydrazine, followed by stirring for 30 minutes at room temperature, for the precipitation of crystals. The crystals were filtered off and dried. Thus there was obtained 22 g of cinnamaldehyde benzoyl hydrazone (mp. 192°-194° C.). Run in CO (methanol). Isolated yield 88.0%. The reactants are polyphosphoric acid, O=P12OP3(=O)OP(=O)(O1)OP(=O)(O2)O3 (P2O5), N(C1=CC=CC=C1)C1=C(C(=O)O)C=C(C(=C1)C(=O)O)NC1=CC=CC=C1 (2,5-dianilinoterephthalic acid), ClC1=C(NC2=C(C(=O)O)C=C(C(=C2)C(=O)O)NC2=C(C=CC=C2)Cl)C=CC=C1 (2,5-di(2-chloro-anilino)terephthalic acid). Conditions: temperature 85 celsius. Yields the product C1=CC=C2C(=C1)C(=O)C3=CC4=C(C=C3N2)C(=O)C5=CC=CC=C5N4 (quinacridone). As a reaction SMILES: O=P12OP3(OP(OP(O3)(O1)=O)(=O)O2)=O.[NH:15]([C:22]1[CH:30]=[C:29]([C:31](O)=[O:32])[C:28]([NH:34][C:35]2[CH:40]=[CH:39][CH:38]=[CH:37][CH:36]=2)=[CH:27][C:23]=1[C:24](O)=[O:25])[C:16]1[CH:21]=[CH:20][CH:19]=[CH:18][CH:17]=1.ClC1C=CC=CC=1NC1C=C(C(O)=O)C(NC2C=CC=CC=2Cl)=CC=1C(O)=O>>[CH:38]1[CH:39]=[C:40]2[C:31]([C:29]3[C:28]([NH:34][C:35]2=[CH:36][CH:37]=1)=[CH:27][C:23]1[C:24]([C:21]2[C:16]([NH:15][C:22]=1[CH:30]=3)=[CH:17][CH:18]=[CH:19][CH:20]=2)=[O:25])=[O:32]. Procedure details: 380 parts of polyphosphoric acid, containing 85.0% P2O5, are introduced into a pressure vessel. Then 68.5 parts of 2,5-dianilinoterephthalic acid and 7.6 parts of 2,5-di(2-chloro-anilino)terephthalic acid are introduced with stirring at from 80 to 90° C. and the mixture is heated at 125° C. for 1 hour during which ring closure takes place to form the quinacridone. The reaction mixture is then introduced into a second pressure vessel where it is hydrolyzed under pressure and with stirring with a ... Reactants: ClC1=CC(=C(OCC(=O)N2[C@@H](CN(CC2)CC2=CC=C(C=C2)F)C)C=C1)[N+](=O)[O-] (2-(4-chloro-2-nitro-phenoxy)-1-[4-(4-fluoro-benzyl)-(2R)-2-methyl-piperazin-1-yl]-ethanone), [H][H] (hydrogen). The reagents and catalysts are [Pt](=O)=O (platinum dioxide). Solvent: C(C)O (ethanol). The product is NC1=C(OCC(=O)N2[C@@H](CN(CC2)CC2=CC=C(C=C2)F)C)C=CC(=C1)Cl (2-(2-Amino-4-chloro-phenoxy)-1-[4-(4-fluoro-benzyl)-(2R)-2-methyl-piperazin-1-yl]-ethanone). Yield: 82.4%. RXN SMILES: [Cl:1][C:2]1[CH:26]=[CH:25][C:5]([O:6][CH2:7][C:8]([N:10]2[CH2:15][CH2:14][N:13]([CH2:16][C:17]3[CH:22]=[CH:21][C:20]([F:23])=[CH:19][CH:18]=3)[CH2:12][C@H:11]2[CH3:24])=[O:9])=[C:4]([N+:27]([O-])=O)[CH:3]=1.[H][H]>C(O)C.[Pt](=O)=O>[NH2:27][C:4]1[CH:3]=[C:2]([Cl:1])[CH:26]=[CH:25][C:5]=1[O:6][CH2:7][C:8]([N:10]1[CH2:15][CH2:14][N:13]([CH2:16][C:17]2[CH:22]=[CH:21][C:20]([F:23])=[CH:19][CH:18]=2)[CH2:12][C@H:11]1[CH3:24])=[O:9]. Procedure: To a solution of 2-(4-chloro-2-nitro-phenoxy)-1-[4-(4-fluoro-benzyl)-(2R)-2-methyl-piperazin-1-yl]-ethanone (0.55 g, 1.3 mmol) in ethanol (25 mL) was added platinum dioxide on carbon (0.50 g, 5% on carbon). The reaction was subject to 35 psi hydrogen gas for 20 minutes. The reaction was then filtered through celite and the filtrate was concentrated to give the title compound (0.42 g). The reactants are O=C([O-])[O-], CCO, C[Si](C)(C)C#Cc1cccc(OC(F)(F)F)c1, Cl, [K+], [K+]. Product: C#Cc1cccc(OC(F)(F)F)c1. As a reaction SMILES: [C:1](=[O:2])([O-:3])[O-:4].[CH3:25][CH2:26][OH:27].[CH3:7][Si:8]([C:9]#[C:10][c:11]1[cH:12][c:13]([O:17][C:18]([F:19])([F:20])[F:21])[cH:14][cH:15][cH:16]1)([CH3:22])[CH3:23].[ClH:24].[K+:5].[K+:6]>>[CH:9]#[C:10][c:11]1[cH:12][c:13]([O:17][C:18]([F:19])([F:20])[F:21])[cH:14][cH:15][cH:16]1. The reactants are BrC1=CC=C(O[C@H]2CN3CCC2CC3)C=C1 ((3R)-3-(4-bromophenoxy)quinuclidine), CN(C1=CC=C(C=C1)B(O)O)C (N,N-dimethyl-4-amino-phenyl boronic acid). The product is N12C[C@@H](C(CC1)CC2)OC2=CC=C(C=C2)C2=CC=C(C=C2)N(C)C (N-{4′-[(3R)-1-azabicyclo[2.2.2]oct-3-yloxy]-1,1′-biphenyl-4-yl}-N,N-dimethylamine). RXN SMILES: Br[C:2]1[CH:16]=[CH:15][C:5]([O:6][C@@H:7]2[CH:12]3[CH2:13][CH2:14][N:9]([CH2:10][CH2:11]3)[CH2:8]2)=[CH:4][CH:3]=1.[CH3:17][N:18]([CH3:28])[C:19]1[CH:24]=[CH:23][C:22](B(O)O)=[CH:21][CH:20]=1>>[N:9]12[CH2:14][CH2:13][CH:12]([CH2:11][CH2:10]1)[C@@H:7]([O:6][C:5]1[CH:15]=[CH:16][C:2]([C:22]3[CH:23]=[CH:24][C:19]([N:18]([CH3:28])[CH3:17])=[CH:20][CH:21]=3)=[CH:3][CH:4]=1)[CH2:8]2. Procedure: The product of Example 9B (282 mg, 1 mmol) was treated with N,N-dimethyl-4-amino-phenyl boronic acid (230 mg, 1.4 mmol) according to the procedure of Example 1B. The title product was purified by chromatography (SiO2, CH2Cl2:MeOH:NH3.H2O, 90:10:1, Rf. 0.2) as a solid (118 mg, yield, 37%). 1H NMR (MeOH-d4, 300 MHz) δ 1.41-1.56 (m, 1H), 1.61-1.88 (m, 2H), 1.98-2.12 (m, 1H), 2.14-2.22 (m, 1H), 2.72-3.01 (m, 11H), 3.22-3.34 (m, 1H), 4.48-4.57 (m, 1H), 6.83 (dt, J=8.8, 3.0 Hz, 2H), 6.92 (dt, J=8.8, 2...